From a dataset of the Open Reaction Database (ORD), a public repository of structured organic reaction records. describe an organic reaction: reactants, conditions, products, and yield The reactants are O=C(Cl)OCc1ccccc1, NCCc1c[nH]c2ccc(C(=O)O)cc12, [Na+], [OH-]. Yields the product O=C(NCCc1c[nH]c2ccc(C(=O)O)cc12)OCc1ccccc1. As a reaction SMILES: [Cl:16][C:17](=[O:18])[O:19][CH2:20][c:21]1[cH:22][cH:23][cH:24][cH:25][cH:26]1.[NH2:1][CH2:2][CH2:3][c:4]1[cH:5][nH:6][c:7]2[cH:8][cH:9][c:10]([C:13](=[O:14])[OH:15])[cH:11][c:12]12.[Na+:28].[OH-:27]>>[NH:1]([CH2:2][CH2:3][c:4]1[cH:5][nH:6][c:7]2[cH:8][cH:9][c:10]([C:13](=[O:14])[OH:15])[cH:11][c:12]12)[C:17](=[O:18])[O:19][CH2:20][c:21]1[cH:22][cH:23][cH:24][cH:25][cH:26]1. Isolated yield 26.0%. The solvent is C1CCOC1 (THF). As a reaction SMILES: CO[C:3](=[O:20])[C:4]1[CH:9]=[CH:8][CH:7]=[CH:6][C:5]=1[NH:10][C:11]1[C:16]([Cl:17])=[CH:15][CH:14]=[C:13]([CH3:18])[C:12]=1[Cl:19].[CH3:21][S:22]([CH3:24])=[O:23].C1COCC1>C1COCC1>[Cl:19][C:12]1[C:13]([CH3:18])=[CH:14][CH:15]=[C:16]([Cl:17])[C:11]=1[NH:10][C:5]1[CH:6]=[CH:7][CH:8]=[CH:9][C:4]=1[C:3](=[O:20])[CH2:21][S:22]([CH3:24])=[O:23] |f:1.2|. Reported procedure: 2-[(2,6-Dichloro-3-methylphenyl)amino]benzoic acid methyl ester (3.3 g, 10.6 mmol) is dissolved in 30 ml of dry THF and added to a solution of dimsyl anion (JACS, 84, 866, 1982) (31.9 mmol) in 60 ml of 1:1 DMSO/THF at 0° C. under argon. When addition is complete, the ice bath is removed and the reaction mixture is stirred at room temperature for five hours. The reaction is quenched with 400 ml of 1N hydrochloric acid, and extracted twice with 300 ml of chloroform. The combined chloroform extract... The reactants are COC(C1=C(C=CC=C1)NC1=C(C(=CC=C1Cl)C)Cl)=O (2-[(2,6-Dichloro-3-methylphenyl)amino]benzoic acid methyl ester), CS(=O)C.C1CCOC1 (DMSO THF). Run at time 5 hour. Product: ClC1=C(C(=CC=C1C)Cl)NC1=C(C=CC=C1)C(CS(=O)C)=O (1-[2-[(2,6-dichloro-3-methylphenyl)amino]phenyl]-2-(methylsulfinyl)ethanone). Starting materials: [Li]CCCC, C1CCOC1, CC(C)(C)[O-], COc1ccc(F)c(C(=O)O)c1, CI, [K+]. The product is COc1cc(C(=O)O)c(F)cc1C. Reaction SMILES: [CH2:19]([Li:20])[CH2:21][CH2:22][CH3:23].[CH2:26]1[O:27][CH2:28][CH2:29][CH2:30]1.[CH3:1][C:2]([CH3:3])([O-:4])[CH3:5].[F:7][c:8]1[c:9]([C:10](=[O:11])[OH:12])[cH:13][c:14]([O:17][CH3:18])[cH:15][cH:16]1.[I:24][CH3:25].[K+:6]>>[CH3:1][c:15]1[c:14]([O:17][CH3:18])[cH:13][c:9]([C:10](=[O:11])[OH:12])[c:8]([F:7])[cH:16]1. Starting materials: ClC1=C(C(=O)OCC([C@H](CCC2=CC=CC=C2)NC(=O)OC(C)(C)C)=O)C=C(C=C1)Cl ((S)-3-tert-butoxycarbonylamino-2-oxo-5-phenylpentyl 2,5-dichlorobenzoate), C1(=CC=C(C=C1)S(=O)(=O)O)C (p-toluenesulfonic acid). Run in CCOCC (ether), CCOCC (ether), CCOCC (ether). Conditions: time 12 hour. The product is C=1(C(=CC=CC1)S(=O)(=O)O)C.ClC1=C(C(=O)OCC([C@H](CCC2=CC=CC=C2)N)=O)C=C(C=C1)Cl ((S)-3-amino-2-oxo-5-phenylpentyl 2,5-dichlorobenzoate toluenesulfonic acid salt). RXN SMILES: [Cl:1][C:2]1[CH:30]=[CH:29][C:28]([Cl:31])=[CH:27][C:3]=1[C:4]([O:6][CH2:7][C:8](=[O:26])[C@@H:9]([NH:18]C(OC(C)(C)C)=O)[CH2:10][CH2:11][C:12]1[CH:17]=[CH:16][CH:15]=[CH:14][CH:13]=1)=[O:5].C1(C)C=CC([S:38]([OH:41])(=[O:40])=[O:39])=CC=1>CCOCC>[C:3]1([CH3:4])[C:2]([S:38]([OH:41])(=[O:40])=[O:39])=[CH:30][CH:29]=[CH:28][CH:27]=1.[Cl:1][C:2]1[CH:30]=[CH:29][C:28]([Cl:31])=[CH:27][C:3]=1[C:4]([O:6][CH2:7][C:8](=[O:26])[C@@H:9]([NH2:18])[CH2:10][CH2:11][C:12]1[CH:17]=[CH:16][CH:15]=[CH:14][CH:13]=1)=[O:5] |f:3.4|. Procedure details: The crude (S)-3-tert-butoxycarbonylamino-2-oxo-5-phenylpentyl 2,5-dichlorobenzoate was dissolved in ether (5 mL) and a solution of azeotropically dried p-toluenesulfonic acid (1.31 g, 7.7 mmol) in ether (5 mL) was added. The mixture was stirred at room temperature for approximately 12 hours and then ether (200 mL) was added to provide a solid material. The solid material was broken up, filtered, washed with ether (2×50 mL) and dried in vacuo to provide (S)-3-amino-2-oxo-5-phenylpentyl 2,5-dichlo... The reactants are CCCCCCC (heptane), C(C)OP(=O)(OC(/C=C(/C(=O)OCC)\C)C)OCC (rac-Ethyl (2E)-4-(diethoxyphosphinyloxy)-2-methylpent-2-enoate), COC1=CC=C(C=C1)N (p-anisidine). The reagents and catalysts are [Pd] (Pd). The solvent is C(Cl)Cl (CH2Cl2). Yields the product C(=O)(C)OC(C)C (AcOiPr), COC1=CC=C(C=C1)N/C(=C(/C(=O)OCC)\C)/CC (rac-Ethyl (2E)-N-(4-methoxyphenyl)-amino-2-methylpent-2-enoate). The yield is 182.3%. RXN SMILES: C(OP(OCC)(O[CH:7]([CH3:16])/[CH:8]=[C:9](\[CH3:15])/[C:10]([O:12][CH2:13][CH3:14])=[O:11])=O)C.[CH3:20][O:21][C:22]1[CH:27]=[CH:26][C:25]([NH2:28])=[CH:24][CH:23]=1.CCCCCCC>C(Cl)Cl.[Pd]>[C:10]([O:12][CH:13]([CH3:14])[CH3:20])([CH3:9])=[O:11].[CH3:20][O:21][C:22]1[CH:27]=[CH:26][C:25]([NH:28]/[C:8](/[CH2:7][CH3:16])=[C:9](\[CH3:15])/[C:10]([O:12][CH2:13][CH3:14])=[O:11])=[CH:24][CH:23]=1. Reported procedure: Reaction of 17 (rac-Ethyl (2E)-4-(diethoxyphosphinyloxy)-2-methylpent-2-enoate) (188 mg, 0.60 mmol) with p-anisidine (148 mg, 1.2 mmol) and 5 mol % [Pd] in CH2Cl2 (3.5 ml) at room temperature. Flash chromatography (AcOiPr:heptane fraction 15:85 to 20:80) yields 19 (rac-Ethyl (2E)-N-(4-methoxyphenyl)-4-amino-2-methylpent-2-enoate) (144 mg, 91) as a yellow oil.